From a dataset of the Open Reaction Database (ORD), a public repository of structured organic reaction records. describe an organic reaction: reactants, conditions, products, and yield Starting materials: C(C)OC(C1=CC(=CC(=C1)SCC(C)=O)F)=O (3-fluoro-5-(2-oxo-propylsulfanyl)-benzoic acid ethyl ester), Cl.ClC=1C(=C(C=CC1)NN)F ((3-chloro-2-fluoro-phenyl) hydrazine hydrochloride). Product: C(C)OC(C1=CC(=CC(=C1)F)SC1=C(NC2=C(C(=CC=C12)Cl)F)C)=O (3-(6-Chloro-7-fluoro-2-methyl-1H-indol-3-ylsulfanyl)-5-fluoro-benzoic acid ethyl ester). Reaction SMILES: [CH2:1]([O:3][C:4](=[O:17])[C:5]1[CH:10]=[C:9]([S:11][CH2:12][C:13](=O)[CH3:14])[CH:8]=[C:7]([F:16])[CH:6]=1)[CH3:2].Cl.[Cl:19][C:20]1[C:21]([F:28])=[C:22]([NH:26]N)[CH:23]=[CH:24][CH:25]=1>>[CH2:1]([O:3][C:4](=[O:17])[C:5]1[CH:6]=[C:7]([F:16])[CH:8]=[C:9]([S:11][C:12]2[C:23]3[C:22](=[C:21]([F:28])[C:20]([Cl:19])=[CH:25][CH:24]=3)[NH:26][C:13]=2[CH3:14])[CH:10]=1)[CH3:2] |f:1.2|. Procedure details: Prepared according to the procedure described in Example 2, Step 1, using the following starting materials: 3-fluoro-5-(2-oxo-propylsulfanyl)-benzoic acid ethyl ester and (3-chloro-2-fluoro-phenyl) hydrazine hydrochloride The reactants are C(C)(=O)C=1C=C(C=CC1)S(=O)(=O)F (3-acetylbenzenesulfonyl fluoride), Cl.CNC (dimethylamine hydrochloride), C(C)(C)N(C(C)C)CC (N,N-diisopropylethylamine). The solvent is O1CCCC1 (tetrahydrofuran), Cl (HCl). Run at time 48 hour. The product is C(C)(=O)C=1C=C(C=CC1)S(=O)(=O)N(C)C (3-Acetyl-N,N-dimethylbenzenesulfonamide). Yield: 61.6%. Reaction SMILES: [C:1]([C:4]1[CH:5]=[C:6]([S:10](F)(=[O:12])=[O:11])[CH:7]=[CH:8][CH:9]=1)(=[O:3])[CH3:2].Cl.[CH3:15][NH:16][CH3:17].C(N(CC)C(C)C)(C)C>O1CCCC1.Cl>[C:1]([C:4]1[CH:5]=[C:6]([S:10]([N:16]([CH3:17])[CH3:15])(=[O:12])=[O:11])[CH:7]=[CH:8][CH:9]=1)(=[O:3])[CH3:2] |f:1.2|. Procedure details: To a solution of 40.44 g (0.20 mol) of 3-acetylbenzenesulfonyl fluoride in 200 ml of dry tetrahydrofuran is added 20.4 g (0.25 mol) of dimethylamine hydrochloride and 43.6 ml (0.25 mol) of N,N-diisopropylethylamine. The mixture is stirred at room temperature for 48 hours, diluted with 250 ml of 1N HCl and extracted with CH2Cl2. The extract is dried (MgSO4) and the solvent removed. The residue is chromatographed (silica gel column) with CH2Cl2 -hexane (1:1). The fractions containing product are c... Reactants: CC1=CC=CC(=C1NC(=O)C2CCCCN2C)C.Cl (Mepivacaine HCl), PEG-SH, C([O-])([O-])=O (carbonate). Reaction conditions: time 9 day. RXN SMILES: [CH3:1][C:2]1[C:7]([NH:8][C:9]([CH:11]2[N:16]([CH3:17])[CH2:15][CH2:14][CH2:13][CH2:12]2)=[O:10])=[C:6]([CH3:18])[CH:5]=[CH:4][CH:3]=1.Cl.C(=O)([O-])[O-]>>[CH3:1][C:2]1[C:7]([NH:8][C:9]([CH:11]2[N:16]([CH3:17])[CH2:15][CH2:14][CH2:13][CH2:12]2)=[O:10])=[C:6]([CH3:18])[CH:5]=[CH:4][CH:3]=1 |f:0.1|. Product: CC1=CC=CC(=C1NC(=O)C2CCCCN2C)C (Mepivacaine). Procedure: In a first vial, Mepivacaine-HCl (1.8, 3.7 or 7.4 mg), SG-PEG (50 mg) and PEG-SH (50 mg) were dissolved in 250 μL of pH 2.2 buffer. This solution was combined with an equal volume of carbonate buffer (pH 9.7) through a spray kit. Mepivacaine precipitated within the gel upon mixing All Mepivacaine-loaded gels swelled 1.5-2 times their original volume. In vitro release studies showed a slight burst of mepivacaine from the gel. At 9 days, 60% of the drug was released.